describe an organic reaction: reactants, conditions, products, and yield From a dataset of the Open Reaction Database (ORD), a public repository of structured organic reaction records. Reactants: O=C(Cl)c1ccc(C(F)(F)F)cc1, FC(F)(F)c1cccc(C(F)(F)F)c1, [H][H], O, [Pd]. Yields the product O=Cc1ccc(C(F)(F)F)cc1. Reaction SMILES: [F:15][C:16]([c:17]1[cH:18][cH:19][c:20]([C:21](=[O:22])[Cl:23])[cH:24][cH:25]1)([F:26])[F:27].[F:1][C:2]([F:3])([F:4])[c:5]1[cH:6][cH:7][cH:8][c:9]([C:10]([F:11])([F:12])[F:13])[cH:14]1.[H:28][H:29].[OH2:31].[Pd:30]>>[F:15][C:16]([c:17]1[cH:18][cH:19][c:20]([CH:21]=[O:22])[cH:24][cH:25]1)([F:26])[F:27]. Run in O (Water), C(C)(=O)O (acetic acid), CCOCC (ether). As a reaction SMILES: [H-].[Na+].CN(C)C=O.[CH2:8]1[C:20]2[NH:19][C:18]3[C:13](=[CH:14][CH:15]=[CH:16][CH:17]=3)[C:12]=2[CH:11]([C:21]([O:23][CH2:24][C:25]2[CH:30]=[CH:29][CH:28]=[CH:27][CH:26]=2)=[O:22])[CH2:10][CH2:9]1.[C:31]1([CH3:40])[CH:36]=[CH:35][C:34]([C:37](Cl)=[O:38])=[CH:33][CH:32]=1>CCOCC.O.C(O)(=O)C>[C:31]1([CH3:40])[CH:36]=[CH:35][C:34]([C:37]([N:19]2[C:20]3[CH2:8][CH2:9][CH2:10][CH:11]([C:21]([O:23][CH2:24][C:25]4[CH:26]=[CH:27][CH:28]=[CH:29][CH:30]=4)=[O:22])[C:12]=3[C:13]3[C:18]2=[CH:17][CH:16]=[CH:15][CH:14]=3)=[O:38])=[CH:33][CH:32]=1 |f:0.1|. The reactants are [H-].[Na+] (sodium hydride), C1(=CC=C(C=C1)C(=O)Cl)C (4-toluoyl chloride), CN(C=O)C (dimethylformamide), CN(C=O)C (dimethylformamide), C1CCC(C=2C3=CC=CC=C3NC12)C(=O)OCC1=CC=CC=C1 (benzyl 1,2,3,4-tetrahydrocarbazole-4-carboxylate), CN(C=O)C (dimethylformamide). Reported procedure: To a steam bath warmed mixture of 1.5 g sodium hydride in 25 ml. of dry dimethylformamide was added, dropwise and with stirring, 9.15 g. of benzyl 1,2,3,4-tetrahydrocarbazole-4-carboxylate in 25 ml. dry dimethylformamide followed by 5.4 g. of 4-toluoyl chloride in 15 ml. dry dimethylformamide, and heating was continued for two hours. The mixture was cooled and diluted with ether and 1.5 ml. glacial acetic acid. Water was added, the layers were separated and the ether extract was washed with wate... Reaction conditions: time 2 hour. The product is C1(=CC=C(C=C1)C(=O)N1C2=CC=CC=C2C=2C(CCCC12)C(=O)OCC1=CC=CC=C1)C (Benzyl 9-(4-toluoyl)-1,2,3,4-tetrahydrocarbazole-4-carboxylate).